This data is from the Open Reaction Database (ORD), a public repository of structured organic reaction records. The task is: describe an organic reaction: reactants, conditions, products, and yield The reactants are ClC1=CC(=CC(=N1)NC1=CC=C(C=C1)OC(F)(F)F)N1CCCC1 ((6-chloro-4-pyrrolidin-1-yl-pyridin-2-yl)-(4-trifluoromethoxy-phenyl)-amine), CC(C)([O-])C.[K+] (potassium-tert-butoxide), O (water), C1(=CC=CC=C1)B(O)O (phenyl boronic acid). Reagents/catalysts: C=1C=CC(=CC1)/C=C/C(=O)/C=C/C2=CC=CC=C2.C=1C=CC(=CC1)/C=C/C(=O)/C=C/C2=CC=CC=C2.C=1C=CC(=CC1)/C=C/C(=O)/C=C/C2=CC=CC=C2.[Pd].[Pd] (tris(dibenzylideneacetone)dipalladium). The solvent is O1CCOCC1 (1,4-dioxane). Yields the product C1(=CC=CC=C1)C1=CC(=CC(=N1)NC1=CC=C(C=C1)OC(F)(F)F)N1CCCC1 ((6-phenyl-4-pyrrolidin-1-yl-pyridin-2-yl)-(4-trifluoromethoxy-phenyl)-amine). The yield is 55.9%. As a reaction SMILES: Cl[C:2]1[N:7]=[C:6]([NH:8][C:9]2[CH:14]=[CH:13][C:12]([O:15][C:16]([F:19])([F:18])[F:17])=[CH:11][CH:10]=2)[CH:5]=[C:4]([N:20]2[CH2:24][CH2:23][CH2:22][CH2:21]2)[CH:3]=1.CC(C)([O-])C.[K+].[C:31]1(B(O)O)[CH:36]=[CH:35][CH:34]=[CH:33][CH:32]=1.O>O1CCOCC1.C1C=CC(/C=C/C(/C=C/C2C=CC=CC=2)=O)=CC=1.C1C=CC(/C=C/C(/C=C/C2C=CC=CC=2)=O)=CC=1.C1C=CC(/C=C/C(/C=C/C2C=CC=CC=2)=O)=CC=1.[Pd].[Pd]>[C:31]1([C:2]2[N:7]=[C:6]([NH:8][C:9]3[CH:14]=[CH:13][C:12]([O:15][C:16]([F:19])([F:18])[F:17])=[CH:11][CH:10]=3)[CH:5]=[C:4]([N:20]3[CH2:24][CH2:23][CH2:22][CH2:21]3)[CH:3]=2)[CH:36]=[CH:35][CH:34]=[CH:33][CH:32]=1 |f:1.2,6.7.8.9.10|. Procedure: To a solution of (6-chloro-4-pyrrolidin-1-yl-pyridin-2-yl)-(4-trifluoromethoxy-phenyl)-amine (120 mg, 0.336 mmol) in 1,4-dioxane (8 mL) was added potassium-tert-butoxide (75 mg, 0.670 mmol) and tetrakis(triphenylphosphine)palladium (0) (20 mg, 0.017 mmol), followed by phenyl boronic acid (102 mg, 0.836 mmol). The resulting reaction mixture was refluxed for 10 hours, after which time water was added 100 mL to the reaction mixture, and the product was extracted with ethyl acetate (100 mL×3). The o... The reactants are S1C(=NC2=C1C=CC=C2)OC2=CC=C1C=C(NC1=C2)CO ([6-(benzothiazol-2-yloxy)-1H-indol-2-yl]-methanol). Reagents/catalysts: O=[Mn]=O (MnO2). The solvent is C(Cl)(Cl)Cl (CHCl3). Reaction conditions: temperature 80 celsius. The product is S1C(=NC2=C1C=CC=C2)OC2=CC=C1C=C(NC1=C2)C=O (6-(Benzothiazol-2-yloxy)-1H-indole-2-carbaldehyde). Isolated yield 49.9%. Reaction SMILES: [S:1]1[C:5]2[CH:6]=[CH:7][CH:8]=[CH:9][C:4]=2[N:3]=[C:2]1[O:10][C:11]1[CH:19]=[C:18]2[C:14]([CH:15]=[C:16]([CH2:20][OH:21])[NH:17]2)=[CH:13][CH:12]=1>C(Cl)(Cl)Cl.O=[Mn]=O>[S:1]1[C:5]2[CH:6]=[CH:7][CH:8]=[CH:9][C:4]=2[N:3]=[C:2]1[O:10][C:11]1[CH:19]=[C:18]2[C:14]([CH:15]=[C:16]([CH:20]=[O:21])[NH:17]2)=[CH:13][CH:12]=1. Reported procedure: To a solution of [6-(benzothiazol-2-yloxy)-1H-indol-2-yl]-methanol (97 mg, 0.32 mmol) in CHCl3 (5 mL) was added MnO2 (280 mg, 3.2 mmol) and heated (80° C., 2 h). The reaction mixture was cooled (rt), filtered (Celite®) and washed with EtOAc (100 mL). The organic layer was washed with brine (50 mL), dried, filtered and concentrated in vacuo. The resulting residue was purified by silica gel flash chromatography using EtOAc:hexane (0-50%) to provide the title compound as beige solid (47 mg, 49%). M... Starting materials: ClC1=NC=C(C(=C1)C=1NC2=CC=CC(=C2C1)F)C=C(C)C (2-(2-chloro-5-(2-methylprop-1-en-1-yl)pyridin-4-yl)-4-fluoro-1H-indole), FC1=CC=C(C=C1)C=1OC2=C(C1C(=O)NC)C=C(C(=C2)N(S(=O)(=O)C)C)B2OC(C(O2)(C)C)(C)C (2-(4-fluorophenyl)-N-methyl-6-(N-methylmethylsulfonamido)-5-(4,4,5,5-tetramethyl-1,3,2-dioxaborolan-2-yl)benzofuran-3-carboxamide), CC(C)C1=CC(=C(C(=C1)C(C)C)C2=C(C=CC=C2)P(C3CCCCC3)C4CCCCC4)C(C)C (X-Phos), [O-]P(=O)([O-])[O-].[K+].[K+].[K+] (K3PO4). The reagents and catalysts are C=1C=CC(=CC1)/C=C/C(=O)/C=C/C2=CC=CC=C2.C=1C=CC(=CC1)/C=C/C(=O)/C=C/C2=CC=CC=C2.C=1C=CC(=CC1)/C=C/C(=O)/C=C/C2=CC=CC=C2.[Pd].[Pd] (Pd2(dba)3). The solvent is O1CCOCC1.O (1,4-dioxane H2O), O (water). Reaction conditions: temperature 90 celsius, time 3 hour. The product is FC1=C2C=C(NC2=CC=C1)C1=CC(=NC=C1C=C(C)C)C=1C(=CC2=C(C(=C(O2)C2=CC=C(C=C2)F)C(=O)NC)C1)N(S(=O)(=O)C)C (5-(4-(4-fluoro-1H-indol-2-yl)-5-(2-methylprop-1-en-1-yl)pyridin-2-yl)-2-(4-fluorophenyl)-N-methyl-6-(N-methylmethylsulfonamido)benzofuran-3-carboxamide). Isolated yield 81.4%. Reaction SMILES: Cl[C:2]1[CH:7]=[C:6]([C:8]2[NH:9][C:10]3[C:15]([CH:16]=2)=[C:14]([F:17])[CH:13]=[CH:12][CH:11]=3)[C:5]([CH:18]=[C:19]([CH3:21])[CH3:20])=[CH:4][N:3]=1.[F:22][C:23]1[CH:28]=[CH:27][C:26]([C:29]2[O:30][C:31]3[CH:41]=[C:40]([N:42]([CH3:47])[S:43]([CH3:46])(=[O:45])=[O:44])[C:39](B4OC(C)(C)C(C)(C)O4)=[CH:38][C:32]=3[C:33]=2[C:34]([NH:36][CH3:37])=[O:35])=[CH:25][CH:24]=1.CC(C1C=C(C(C)C)C(C2C=CC=CC=2P(C2CCCCC2)C2CCCCC2)=C(C(C)C)C=1)C.[O-]P([O-])([O-])=O.[K+].[K+].[K+]>O1CCOCC1.O.O.C1C=CC(/C=C/C(/C=C/C2C=CC=CC=2)=O)=CC=1.C1C=CC(/C=C/C(/C=C/C2C=CC=CC=2)=O)=CC=1.C1C=CC(/C=C/C(/C=C/C2C=CC=CC=2)=O)=CC=1.[Pd].[Pd]>[F:17][C:14]1[CH:13]=[CH:12][CH:11]=[C:10]2[C:15]=1[CH:16]=[C:8]([C:6]1[C:5]([CH:18]=[C:19]([CH3:21])[CH3:20])=[CH:4][N:3]=[C:2]([C:39]3[C:40]([N:42]([CH3:47])[S:43]([CH3:46])(=[O:45])=[O:44])=[CH:41][C:31]4[O:30][C:29]([C:26]5[CH:27]=[CH:28][C:23]([F:22])=[CH:24][CH:25]=5)=[C:33]([C:34]([NH:36][CH3:37])=[O:35])[C:32]=4[CH:38]=3)[CH:7]=1)[NH:9]2 |f:3.4.5.6,7.8,10.11.12.13.14|. Reported procedure: To a degassed solution of 2-(2-chloro-5-(2-methylprop-1-en-1-yl)pyridin-4-yl)-4-fluoro-1H-indole (230 mg, 0.767 mmol) and 2-(4-fluorophenyl)-N-methyl-6-(N-methylmethylsulfonamido)-5-(4,4,5,5-tetramethyl-1,3,2-dioxaborolan-2-yl)benzofuran-3-carboxamide (322 mg, 0.767 mmol) in 1,4-dioxane/H2O (4 mL/1 mL), Pd2(dba)3 (30 mg, 0.038 mmol), X-Phos (36 mg, 0.076 mmol) and K3PO4 (612 mg, 2.301 mmol) were added under N2 atmosphere. The mixture was stirred at 90° C. for 3 hours under N2 atmosphere. The rea...